Task: describe an organic reaction: reactants, conditions, products, and yield. Dataset: the Open Reaction Database (ORD), a public repository of structured organic reaction records Starting materials: BrC=1C=NN2C1C=NC=C2 (3-bromopyrazolo[1,5-a]pyrazine), CC1(OB(OC1(C)C)C=1C=NN2C1C=CC=C2)C (3-(4,4,5,5-tetramethyl-1,3,2-dioxaborolan-2-yl)pyrazolo[1,5-a]pyridine). The product is CC1(OB(OC1(C)C)C=1C=NN2C1C=NC=C2)C (3-(4,4,5,5-Tetramethyl-1,3,2-dioxaborolan-2-yl)pyrazolo[1,5-a]pyrazine). Reaction SMILES: Br[C:2]1[CH:3]=[N:4][N:5]2[CH:10]=[CH:9][N:8]=[CH:7][C:6]=12.[CH3:11][C:12]1([CH3:28])[C:16]([CH3:18])([CH3:17])[O:15][B:14](C2C=NN3C=CC=CC=23)[O:13]1>>[CH3:11][C:12]1([CH3:28])[C:16]([CH3:18])([CH3:17])[O:15][B:14]([C:2]2[CH:3]=[N:4][N:5]3[CH:10]=[CH:9][N:8]=[CH:7][C:6]=23)[O:13]1. Procedure: Obtained from 3-bromopyrazolo[1,5-a]pyrazine (Preparation 23c) following the experimental procedure as described in Preparation 27a, irradiating the reaction mixture at 100° C. for 1 h. The crude product was used without further purification in the next synthetic step.